This data is from the Open Reaction Database (ORD), a public repository of structured organic reaction records. The task is: describe an organic reaction: reactants, conditions, products, and yield The reactants are C1(CCCCC1)C1(CC(=CC(O1)=O)O)CCC1=CC=C(C=C1)O (6-cyclohexyl-4-hydroxy-6-[2-(4-hydroxy-phenyl)-ethyl]-5,6-dihydro-pyran-2-one), crude product, C(C)(C)(C)C1=C(C=C(C(=C1)CO)C)SS(=O)(=O)C1=CC=C(C=C1)C (toluene-4-thiosulfonic acid S-(2-tert-butyl-4-hydroxymethyl-5-methyl-phenyl) ester), C(=O)([O-])[O-].[K+].[K+] (K2CO3). Run in CN(C)C=O (DMF). Reaction conditions: time 2.5 hour. Product: C(C)(C)(C)C1=C(C=C(C(=C1)CO)C)SC=1C(OC(CC1O)(CCC1=CC=C(C=C1)O)C1CCCCC1)=O (3-(2-tert-Butyl-4-hydroxymethyl-5-methyl-phenylsulfanyl)-6-cyclohexyl-4-hydroxy-6-[2-(4-hydroxy-phenyl)-ethyl]-5,6-dihydro-pyran-2-one). Reaction SMILES: [CH:1]1([C:7]2([CH2:15][CH2:16][C:17]3[CH:22]=[CH:21][C:20]([OH:23])=[CH:19][CH:18]=3)[O:12][C:11](=[O:13])[CH:10]=[C:9]([OH:14])[CH2:8]2)[CH2:6][CH2:5][CH2:4][CH2:3][CH2:2]1.[C:24]([C:28]1[CH:33]=[C:32]([CH2:34][OH:35])[C:31]([CH3:36])=[CH:30][C:29]=1[S:37]S(C1C=CC(C)=CC=1)(=O)=O)([CH3:27])([CH3:26])[CH3:25].C([O-])([O-])=O.[K+].[K+]>CN(C=O)C>[C:24]([C:28]1[CH:33]=[C:32]([CH2:34][OH:35])[C:31]([CH3:36])=[CH:30][C:29]=1[S:37][C:10]1[C:11](=[O:13])[O:12][C:7]([CH:1]2[CH2:6][CH2:5][CH2:4][CH2:3][CH2:2]2)([CH2:15][CH2:16][C:17]2[CH:22]=[CH:21][C:20]([OH:23])=[CH:19][CH:18]=2)[CH2:8][C:9]=1[OH:14])([CH3:27])([CH3:26])[CH3:25] |f:2.3.4|. Reported procedure: The title compound was prepared as described in General Method 9 from 6-cyclohexyl-4-hydroxy-6-[2-(4-hydroxy-phenyl)-ethyl]-5,6-dihydro-pyran-2-one (prepared in Example NN; 156 mg, 0.499 mmol), toluene-4-thiosulfonic acid S-(2-tert-butyl-4-hydroxymethyl-5-methyl-phenyl) ester (prepared in Example FFF; 250 mg, 0.546 mmol), K2CO3 (303 mg, 2.195 mmol), and DMF (4 mL). The reaction was stirred at room temperature for 2.5 hours and then worked up in the usual manner. The crude product was flash chrom... Reactants: C(C1=CC=CC=C1)OC1=C2CCC(C2=CC=C1)C(=O)O (4-benzyloxyindan-1-carboxylic acid), C(C)N1N=CC(=C1)CNC1=CC=C(C=C1)C(C)C ([(1-ethylpyrazol-4-yl)methyl](4-isopropylphenyl)amine). The product is C(C1=CC=CC=C1)OC1=C2CCC(C2=CC=C1)C(=O)N(C1=CC=C(C=C1)C(C)C)CC=1C=NN(C1)CC (4-benzyloxy-N-[(1-ethylpyrazol-4-yl)methyl]-N-(4-isopropylphenyl)indan-1-carboxamide). The yield is 79.5%. RXN SMILES: [CH2:1]([O:8][C:9]1[CH:17]=[CH:16][CH:15]=[C:14]2[C:10]=1[CH2:11][CH2:12][CH:13]2[C:18]([OH:20])=O)[C:2]1[CH:7]=[CH:6][CH:5]=[CH:4][CH:3]=1.[CH2:21]([N:23]1[CH:27]=[C:26]([CH2:28][NH:29][C:30]2[CH:35]=[CH:34][C:33]([CH:36]([CH3:38])[CH3:37])=[CH:32][CH:31]=2)[CH:25]=[N:24]1)[CH3:22]>>[CH2:1]([O:8][C:9]1[CH:17]=[CH:16][CH:15]=[C:14]2[C:10]=1[CH2:11][CH2:12][CH:13]2[C:18]([N:29]([CH2:28][C:26]1[CH:25]=[N:24][N:23]([CH2:21][CH3:22])[CH:27]=1)[C:30]1[CH:35]=[CH:34][C:33]([CH:36]([CH3:37])[CH3:38])=[CH:32][CH:31]=1)=[O:20])[C:2]1[CH:3]=[CH:4][CH:5]=[CH:6][CH:7]=1. Reported procedure: By the reaction and treatment in the same manner as in Example 4 using 4-benzyloxyindan-1-carboxylic acid (0.54 g) and [(1-ethylpyrazol-4-yl)methyl](4-isopropylphenyl)amine (0.49 g) as starting materials, 4-benzyloxy-N-[(1-ethylpyrazol-4-yl)methyl]-N-(4-isopropylphenyl)indan-1-carboxamide (0.79 g) was obtained. The reactants are C1(CCCCCCC1)N (cyclooctylamine), COCOC1=CC=C(C=C1)C(C1=C(C=O)C=CC=C1)C1=CC=C(C=C1)OCOC (2-[bis(4-methoxymethoxyphenyl)methyl]benzaldehyde), [BH4-].[Na+] (sodium borohydride). Run in C(C)O (ethanol). Reaction conditions: time 8 hour. Yields the product C1(CCCCCCC1)NCC1=C(C=CC=C1)C(C1=CC=C(C=C1)OCOC)C1=CC=C(C=C1)OCOC (N-(Cyclooctyl)-2-[bis(4-methoxymethoxyphenyl)methyl]benzylamine). Yield: 89.4%. Reaction SMILES: [CH:1]1([NH2:9])[CH2:8][CH2:7][CH2:6][CH2:5][CH2:4][CH2:3][CH2:2]1.[CH3:10][O:11][CH2:12][O:13][C:14]1[CH:19]=[CH:18][C:17]([CH:20]([C:29]2[CH:34]=[CH:33][C:32]([O:35][CH2:36][O:37][CH3:38])=[CH:31][CH:30]=2)[C:21]2[CH:28]=[CH:27][CH:26]=[CH:25][C:22]=2[CH:23]=O)=[CH:16][CH:15]=1.[BH4-].[Na+]>C(O)C>[CH:1]1([NH:9][CH2:23][C:22]2[CH:25]=[CH:26][CH:27]=[CH:28][C:21]=2[CH:20]([C:17]2[CH:16]=[CH:15][C:14]([O:13][CH2:12][O:11][CH3:10])=[CH:19][CH:18]=2)[C:29]2[CH:30]=[CH:31][C:32]([O:35][CH2:36][O:37][CH3:38])=[CH:33][CH:34]=2)[CH2:8][CH2:7][CH2:6][CH2:5][CH2:4][CH2:3][CH2:2]1 |f:2.3|. Procedure: In 50 ml of ethanol was dissolved 0.69 g of cyclooctylamine. To the solution was added 1.96 g of 2-[bis(4-methoxymethoxyphenyl)methyl]benzaldehyde obtained by Reference Example 3, and the mixture was stirred overnight. Then, 0.85 g of sodium borohydride was added thereto, and the reaction mixture was stirred for 2 hours. Thereafter, the solvent was evaporated under reduced pressure, and water was added to the residue. The aqueous mixture was extracted with chloroform, and the organic layer was s... Reactants: C#Cc1ccccc1, CCCCCCC, Cc1ccc(S(=O)(=O)Oc2cc(F)cc(Cl)c2)cc1. Yields the product Fc1cc(Cl)cc(C#Cc2ccccc2)c1. Reaction SMILES: [C:20](#[CH:21])[c:22]1[cH:23][cH:24][cH:25][cH:26][cH:27]1.[CH3:28][CH2:29][CH2:30][CH2:31][CH2:32][CH2:33][CH3:34].[Cl:1][c:2]1[cH:3][c:4]([O:9][S:10]([c:11]2[cH:12][cH:13][c:14]([CH3:15])[cH:16][cH:17]2)(=[O:18])=[O:19])[cH:5][c:6]([F:8])[cH:7]1>>[Cl:1][c:2]1[cH:3][c:4]([C:21]#[C:20][c:22]2[cH:23][cH:24][cH:25][cH:26][cH:27]2)[cH:5][c:6]([F:8])[cH:7]1. Reactants: C, CO, COCCCCNc1cccc(OC)c1[N+](=O)[O-], [Pd]. The product is COCCCCNc1cccc(OC)c1N. Reaction SMILES: [C:21].[CH3:19][OH:20].[CH3:1][O:2][c:3]1[c:4]([N+:16]([O-:17])=[O:18])[c:5]([NH:6][CH2:7][CH2:8][CH2:9][CH2:10][O:11][CH3:12])[cH:13][cH:14][cH:15]1.[Pd:22]>>[CH3:1][O:2][c:3]1[c:4]([NH2:16])[c:5]([NH:6][CH2:7][CH2:8][CH2:9][CH2:10][O:11][CH3:12])[cH:13][cH:14][cH:15]1. Reactants: S1C(=CC=C1)S(=O)(=O)NC=1C=CC=C2C=C(NC12)C(=O)OCC (ethyl 7-[(2-thienylsulfonyl)amino]-1H-indole-2-carboxylate), [OH-].[Na+] (sodium hydroxide), O1CCCC1 (tetrahydrofuran). Solvent: C(C)O (ethanol). Reaction conditions: temperature 50 celsius, time 8 hour. Yields the product S1C(=CC=C1)S(=O)(=O)NC=1C=CC=C2C=C(NC12)C(=O)O (7-[(2-Thienylsulfonyl)amino]-1H-indole-2-carboxylic acid). The yield is 97.4%. RXN SMILES: [S:1]1[CH:5]=[CH:4][CH:3]=[C:2]1[S:6]([NH:9][C:10]1[CH:11]=[CH:12][CH:13]=[C:14]2[C:18]=1[NH:17][C:16]([C:19]([O:21]CC)=[O:20])=[CH:15]2)(=[O:8])=[O:7].[OH-].[Na+].O1CCCC1>C(O)C>[S:1]1[CH:5]=[CH:4][CH:3]=[C:2]1[S:6]([NH:9][C:10]1[CH:11]=[CH:12][CH:13]=[C:14]2[C:18]=1[NH:17][C:16]([C:19]([OH:21])=[O:20])=[CH:15]2)(=[O:8])=[O:7] |f:1.2|. Procedure: A mixture of ethyl 7-[(2-thienylsulfonyl)amino]-1H-indole-2-carboxylate (7.81 g), 8N aqueous sodium hydroxide solution (11.0 mL), tetrahydrofuran (20 mL) and ethanol (30 mL) was stirred at 50° C. overnight. The reaction mixture was concentrated, and water was added to the residue. The mixture was acidified with 10% aqueous citric acid solution, and the resulting crystals were filtrated, washed with water, and dried to give the title compound (7.00 g, yield 97%) as colorless crystals. melting poi... The reactants are BrC=1C=C2C=3CCCC(C3NC2=CC1)N (6-bromo-2,3,4,9-tetrahydro-1H-carbazol-1-amine), C1(=CC=C(C=C1)S(=O)(=O)Cl)C (p-toluene sulfonyl chloride). Yields the product BrC=1C=C2C=3CCCC(C3NC2=CC1)NS(=O)(=O)C1=CC=C(C=C1)C (N-(6-Bromo-2,3,4,9-tetrahydro-1H-carbazol-1-yl)4-methylbenzenesulfonamide), solid. Isolated yield 60.0%. Reaction SMILES: [Br:1][C:2]1[CH:3]=[C:4]2[C:12](=[CH:13][CH:14]=1)[NH:11][C:10]1[CH:9]([NH2:15])[CH2:8][CH2:7][CH2:6][C:5]2=1.[C:16]1([CH3:26])[CH:21]=[CH:20][C:19]([S:22](Cl)(=[O:24])=[O:23])=[CH:18][CH:17]=1>>[Br:1][C:2]1[CH:3]=[C:4]2[C:12](=[CH:13][CH:14]=1)[NH:11][C:10]1[CH:9]([NH:15][S:22]([C:19]3[CH:20]=[CH:21][C:16]([CH3:26])=[CH:17][CH:18]=3)(=[O:24])=[O:23])[CH2:8][CH2:7][CH2:6][C:5]2=1. Reported procedure: N-(6-Bromo-2,3,4,9-tetrahydro-1H-carbazol-1-yl)4-methylbenzenesulfonamide was prepared from 6-bromo-2,3,4,9-tetrahydro-1H-carbazol-1-amine and p-toluene sulfonyl chloride in a similar manner as described above to give a tan solid (60% yield). 1H-NMR (CDCl3): δ 8.63 (s, 1H), 7.85 (d, 2H), 7.57 (m, 1H), 7.37 (d, 2H), 7.25 (m, 1H), 7.18 (d, 1H), 4.74 (d, 1H), 4.46 (m, 1H), 2.61 (m, 2H), 2.48 (s, 3H), 2.00-1.82 (m, 2H), 1.80-1.60 (m, 2H); MS m/z 419 (M−1).